Task: describe an organic reaction: reactants, conditions, products, and yield. Dataset: the Open Reaction Database (ORD), a public repository of structured organic reaction records Reactants: C(C)(C)(C)OC(NC1=C(C=C(C=C1)C1=CC=CC=C1)N)=O ((3-amino-biphenyl-4-yl)-carbamic acid tert.-butyl ester), CC1(OC(=CC(O1)=O)C=1SC=CC1)C (2,2-dimethyl-6-thiophen-2-yl-[1,3]dioxin-4-one), C(=O)(C(F)(F)F)O (TFA). Solvent: C(Cl)Cl (CH2Cl2). Yields the product C1(=CC=CC=C1)C=1C=CC2=C(NC(CC(=N2)C=2SC=CC2)=O)C1 (8-Phenyl-4-thiophen-2-yl-1,3-dihydro-benzo[b][1,4]diazepin-2-one). Yield: 59.5%. RXN SMILES: C(OC(=O)[NH:7][C:8]1[CH:13]=[CH:12][C:11]([C:14]2[CH:19]=[CH:18][CH:17]=[CH:16][CH:15]=2)=[CH:10][C:9]=1[NH2:20])(C)(C)C.CC1(C)O[C:27](=[O:29])[CH:26]=[C:25]([C:30]2[S:31][CH:32]=[CH:33][CH:34]=2)O1.C(O)(C(F)(F)F)=O>C(Cl)Cl>[C:14]1([C:11]2[CH:12]=[CH:13][C:8]3[N:7]=[C:25]([C:30]4[S:31][CH:32]=[CH:33][CH:34]=4)[CH2:26][C:27](=[O:29])[NH:20][C:9]=3[CH:10]=2)[CH:15]=[CH:16][CH:17]=[CH:18][CH:19]=1. Procedure details: Prepared from (3-amino-biphenyl-4-yl)-carbamic acid tert.-butyl ester (Example G9) (69 mg, 0.243 mmol) and 2,2-dimethyl-6-thiophen-2-yl-[1,3]dioxin-4-one (Example J1) (54 mg, 0.257 mmol) according to the general procedure K. The obtained material was deprotected and cyclized by treatment with TFA in CH2Cl2 according to the general procedure M. Obtained as a brown solid (46 mg). Reactants: COC1=C(C=C(C(=O)O)C=C1)C (4-methoxy-3-methylbenzoic acid), COC=1C=C2CCC(C2=CC1)N (5-methoxy-2,3-dihydro-1H-inden-1-amine). Product: COC1=C(C=C(C(=O)NC2CCC3=CC(=CC=C23)OC)C=C1)C ((R/S)-4-Methoxy-N-(5-methoxy-2,3-dihydro-1H-inden-1-yl)-3-methylbenzamide). Reaction SMILES: [CH3:1][O:2][C:3]1[CH:11]=[CH:10][C:6]([C:7]([OH:9])=O)=[CH:5][C:4]=1[CH3:12].[CH3:13][O:14][C:15]1[CH:16]=[C:17]2[C:21](=[CH:22][CH:23]=1)[CH:20]([NH2:24])[CH2:19][CH2:18]2>>[CH3:1][O:2][C:3]1[CH:11]=[CH:10][C:6]([C:7]([NH:24][CH:20]2[C:21]3[C:17](=[CH:16][C:15]([O:14][CH3:13])=[CH:23][CH:22]=3)[CH2:18][CH2:19]2)=[O:9])=[CH:5][C:4]=1[CH3:12]. Procedure details: Prepared in a similar manner to example 4 using 4-methoxy-3-methylbenzoic acid and 5-methoxy-2,3-dihydro-1H-inden-1-amine (Example 121-2a)(47%). MS (M+Hs 312). Reactants: O1C(CCCC1)OC=1C=C(C=CC1)C12OCC(CC1)(CC2)CCC=O (3-(1-(3-(tetrahydro-2H-pyran-2-yloxy)phenyl)-2-oxabicyclo[2.2.2]octan-4-yl)propanal), O1C(CCCC1)OC=1C=C(C=CC1)C12OCC(CC1)(CC2)CCO (2-(1-(3-(tetrahydro-2H-pyran-2-yloxy)phenyl)-2-oxabicyclo[2.2.2]octan-4-yl)ethanol), O(C1=CC=CC=C1)C=1C=C(C=CC1)C12OCC(CC1)(CC2)CCO (2-(1-(3-phenoxyphenyl)-2-oxabicyclo[2.2.2]octan-4-yl)ethanol). Product: O(C1=CC=CC=C1)C=1C=C(C=CC1)C12OCC(CC1)(CC2)CCC=O (3-(1-(3-Phenoxyphenyl)-2-oxabicyclo[2.2.2]octan-4-yl)propanal). RXN SMILES: O1[CH2:6][CH2:5][CH2:4][CH2:3][CH:2]1[O:7][C:8]1[CH:9]=[C:10]([C:14]23[CH2:21][CH2:20][C:17]([CH2:22][CH2:23][CH:24]=[O:25])([CH2:18][CH2:19]2)[CH2:16][O:15]3)[CH:11]=[CH:12][CH:13]=1.O1CCCC[CH:27]1OC1C=C(C23CCC(CCO)(CC2)CO3)C=CC=1.O(C1C=C(C23CCC(CCO)(CC2)CO3)C=CC=1)C1C=CC=CC=1>>[O:7]([C:8]1[CH:9]=[C:10]([C:14]23[CH2:21][CH2:20][C:17]([CH2:22][CH2:23][CH:24]=[O:25])([CH2:18][CH2:19]2)[CH2:16][O:15]3)[CH:11]=[CH:12][CH:13]=1)[C:2]1[CH:3]=[CH:4][CH:5]=[CH:6][CH:27]=1. Procedure details: 3-(1-(3-Phenoxyphenyl)-2-oxabicyclo[2.2.2]octan-4-yl)propanal (clear oil) was prepared using a procedure analogous to 3-(1-(3-(tetrahydro-2H-pyran-2-yloxy)phenyl)-2-oxabicyclo[2.2.2]octan-4-yl)propanal except that 2-(1-(3-(tetrahydro-2H-pyran-2-yloxy)phenyl)-2-oxabicyclo[2.2.2]octan-4-yl)ethanol was replaced with 2-(1-(3-phenoxyphenyl)-2-oxabicyclo[2.2.2]octan-4-yl)ethanol. LCMS, [M−H]+=335.2. 1H NMR (500 MHz, CDCl3) δ 9.78 (t, J=1.5 Hz, 1H), 7.34-7.23 (m, 3H), 7.14-7.03 (m, 3H), 7.01-6.95 (m, 2... Starting materials: C(C)NC(NC1=CC(=C(C=N1)C=1C=C2C(C(=CN(C2=CC1)C[C@H]1CNCC1)C(=O)OCC)=O)C=1SC=C(N1)C(F)(F)F)=O ((R)-ethyl 6-(6-(3-ethylureido)-4-(4-(trifluoromethyl)thiazol-2-yl)pyridin-3-yl)-4-oxo-1-(pyrrolidin-3-ylmethyl)-1,4-dihydroquinoline-3-carboxylate), Cl.O.N1(CCOCC1)CC=O (morpholin-4-yl-acetaldehyde monohydrate hydrochloride), C(#N)[BH3-] (cyanoborohydride). Solvent: CO (methanol). Conditions: time 8 hour. Yields the product C(C)NC(NC1=CC(=C(C=N1)C=1C=C2C(C(=CN(C2=CC1)C[C@H]1CN(CC1)CCN1CCOCC1)C(=O)OCC)=O)C=1SC=C(N1)C(F)(F)F)=O ((R)-ethyl 6-(6-(3-ethylureido)-4-(4-(trifluoromethyl)thiazol-2-yl)pyridin-3-yl)-1-((1-(2-morpholinoethyl)pyrrolidin-3-yl)methyl)-4-oxo-1,4-dihydroquinoline-3-carboxylate). The yield is 38.6%. Reaction SMILES: [CH2:1]([NH:3][C:4](=[O:43])[NH:5][C:6]1[N:11]=[CH:10][C:9]([C:12]2[CH:13]=[C:14]3[C:19](=[CH:20][CH:21]=2)[N:18]([CH2:22][C@@H:23]2[CH2:27][CH2:26][NH:25][CH2:24]2)[CH:17]=[C:16]([C:28]([O:30][CH2:31][CH3:32])=[O:29])[C:15]3=[O:33])=[C:8]([C:34]2[S:35][CH:36]=[C:37]([C:39]([F:42])([F:41])[F:40])[N:38]=2)[CH:7]=1)[CH3:2].Cl.O.[N:46]1([CH2:52][CH:53]=O)[CH2:51][CH2:50][O:49][CH2:48][CH2:47]1.C([BH3-])#N>CO>[CH2:1]([NH:3][C:4](=[O:43])[NH:5][C:6]1[N:11]=[CH:10][C:9]([C:12]2[CH:13]=[C:14]3[C:19](=[CH:20][CH:21]=2)[N:18]([CH2:22][C@@H:23]2[CH2:27][CH2:26][N:25]([CH2:53][CH2:52][N:46]4[CH2:51][CH2:50][O:49][CH2:48][CH2:47]4)[CH2:24]2)[CH:17]=[C:16]([C:28]([O:30][CH2:31][CH3:32])=[O:29])[C:15]3=[O:33])=[C:8]([C:34]2[S:35][CH:36]=[C:37]([C:39]([F:42])([F:41])[F:40])[N:38]=2)[CH:7]=1)[CH3:2] |f:1.2.3|. Reported procedure: A vial was charged with (R)-ethyl 6-(6-(3-ethylureido)-4-(4-(trifluoromethyl)thiazol-2-yl)pyridin-3-yl)-4-oxo-1-(pyrrolidin-3-ylmethyl)-1,4-dihydroquinoline-3-carboxylate (Example 233, 700 mg, 1.14 mmol) and morpholin-4-yl-acetaldehyde monohydrate hydrochloride (250 mg, 1.37 mmol) in methanol (10 mL). MP-cyanoborohydride (730 mg, 1.71 mmol) beads were added and the resulting mixture was allowed to stir at room temperature overnight. The reaction mixture was filtered and the beads were washed wit... The reactants are BrC1=CC2=C(NC(=N2)C2=NOC3(C2)CCCCC3)C=C1 (3-(5-bromo-1H-benzimidazol-2-yl)-1-oxa-2-aza-spiro[4.5]dec-2-ene), CC1(C2=C(B(O1)O)C=CC=C2)C (3,3-dimethyl-3H-benzo[c][1,2]oxaborol-1-ol), C(Cl)Cl (DCM). Reagents/catalysts: C1=CC=C(C=C1)P([C-]2C=CC=C2)C3=CC=CC=C3.C1=CC=C(C=C1)P([C-]2C=CC=C2)C3=CC=CC=C3.Cl[Pd]Cl.[Fe+2] ((dppf)PdCl2). Yields the product O1N=C(CC12CCCCC2)C2=NC1=C(N2)C=CC(=C1)C1=C(C=CC=C1)C(C)(C)O (2-{2-[2-(1-Oxa-2-aza-spiro[4.5]dec-2-en-3-yl)-1H-benzimidazol-5-yl]-phenyl}-propan-2-ol). Isolated yield 9.0%. Reaction SMILES: Br[C:2]1[CH:20]=[CH:19][C:5]2[NH:6][C:7]([C:9]3[CH2:13][C:12]4([CH2:18][CH2:17][CH2:16][CH2:15][CH2:14]4)[O:11][N:10]=3)=[N:8][C:4]=2[CH:3]=1.[CH3:21][C:22]1([CH3:32])[O:26]B(O)[C:24]2[CH:28]=[CH:29][CH:30]=[CH:31][C:23]1=2.C(Cl)Cl>C1C=CC(P(C2C=CC=CC=2)[C-]2C=CC=C2)=CC=1.C1C=CC(P(C2C=CC=CC=2)[C-]2C=CC=C2)=CC=1.Cl[Pd]Cl.[Fe+2]>[O:11]1[C:12]2([CH2:18][CH2:17][CH2:16][CH2:15][CH2:14]2)[CH2:13][C:9]([C:7]2[NH:6][C:5]3[CH:19]=[CH:20][C:2]([C:24]4[CH:28]=[CH:29][CH:30]=[CH:31][C:23]=4[C:22]([OH:26])([CH3:32])[CH3:21])=[CH:3][C:4]=3[N:8]=2)=[N:10]1 |f:3.4.5.6|. Procedure: Using the procedure for step D in Example 1, the title compound was prepared from 3-(5-bromo-1H-benzimidazol-2-yl)-1-oxa-2-aza-spiro[4.5]dec-2-ene (150 mg, 0.449 mmol, as prepared in the previous step) and 3,3-dimethyl-3H-benzo[c][1,2]oxaborol-1-ol (2.0 eq., 145 mg, 0.898 mmol, prepared as described in US2007/259936) and (dppf)PdCl2.DCM (0.10 eq., 36.6 mg, 0.045 mmol) in 9% yield (16.4 mg). 1H-NMR (400 MHz, d4-MeOH) δ: 7.82 (dd, J=8.1, 1.3 Hz, 1H), 7.53-7.68 (m, 1H), 7.47 (br. s., 1H), 7.35 (td,... Starting materials: C1CC12NCCN(C2)C=2C1=C(N=CN2)NC=C1 (4-(4,7-diaza-spiro[2.5]oct-7-yl)-7H-pyrrolo[2,3-d]pyrimidine), C1CC12NCCN(C2)C=2C1=C(N=CN2)NC=C1 (4-(4,7-diaza-spiro[2.5]oct-7-yl)-7H-pyrrolo[2,3-d]pyrimidine), C1(CCC1)NS(=O)(=O)Cl (N-cyclobutylsulfamoyl chloride), C1(CCC1)NS(=O)(=O)Cl (N-cyclobutylsulfamoyl chloride). Run in N1=CC=CC=C1 (pyridine). Conditions: time 16 hour. Yields the product C1(CCC1)NS(=O)(=O)N1CCN(CC12CC2)C=2C1=C(N=CN2)NC=C1 (N-cyclobutyl-5-(7H-pyrrolo[2,3-d]pyrimidin-4-yl)-5,8-diazaspiro[2.5]octane-8-sulfonamide). As a reaction SMILES: [CH2:1]1[C:3]2([CH2:8][N:7]([C:9]3[C:10]4[CH:17]=[CH:16][NH:15][C:11]=4[N:12]=[CH:13][N:14]=3)[CH2:6][CH2:5][NH:4]2)[CH2:2]1.[CH:18]1([NH:22][S:23](Cl)(=[O:25])=[O:24])[CH2:21][CH2:20][CH2:19]1>N1C=CC=CC=1>[CH:18]1([NH:22][S:23]([N:4]2[C:3]3([CH2:1][CH2:2]3)[CH2:8][N:7]([C:9]3[C:10]4[CH:17]=[CH:16][NH:15][C:11]=4[N:12]=[CH:13][N:14]=3)[CH2:6][CH2:5]2)(=[O:25])=[O:24])[CH2:21][CH2:20][CH2:19]1. Procedure: To 4-(4,7-diaza-spiro[2.5]oct-7-yl)-7H-pyrrolo[2,3-d]pyrimidine (6.55 mmol) (intermediate 21) in dry pyridine (25 mL) was added N-cyclobutylsulfamoyl chloride (7.86 mmol) (Intermediate 29). The reaction mixture was stirred at rt for 16 h. After evaporation of the solvent in vacuo the crude mixture was purified by flash chromatography on silica using heptane→MeOH:EtOAc affording the title compound as white crystals.